Task: describe an organic reaction: reactants, conditions, products, and yield. Dataset: the Open Reaction Database (ORD), a public repository of structured organic reaction records The reactants are Intermediate ( 16 ), IC1=C(C=C(C(=O)OC)C=C1)C (methyl 4-iodo-3-methylbenzoate), C(CCC)=O (butyraldehyde). Product: OC(CCC)C1=C(C=C(C(=O)OC)C=C1)C ((+/−)-methyl 4-(1-hydroxybutyl)-3-methylbenzoate). Reaction SMILES: I[C:2]1[CH:11]=[CH:10][C:5]([C:6]([O:8][CH3:9])=[O:7])=[CH:4][C:3]=1[CH3:12].[CH:13](=[O:17])[CH2:14][CH2:15][CH3:16]>>[OH:17][CH:13]([C:2]1[CH:11]=[CH:10][C:5]([C:6]([O:8][CH3:9])=[O:7])=[CH:4][C:3]=1[CH3:12])[CH2:14][CH2:15][CH3:16]. Reported procedure: The title compound was prepared by a method analogous to that described for Intermediate (16), using methyl 4-iodo-3-methylbenzoate and butyraldehyde. 1H NMR (400 MHz, CDCl3, δ): 7.87 (d, J=8.4 Hz, 1H), 7.81 (s, 1H), 7.56 (d, J=8.4 Hz, 1H), 4.98 (q, J=4.4 Hz, 1H), 3.90 (s, 3H), 2.37 (s, 3H), 1.63-1.72 (m, 2H), 1.50-1.54 (m, 1H), 1.39-1.43 (m, 1H), 0.98 (t, J=7.6 Hz, 3H). The reactants are 3-methyl-2-buten-1-yl, C1OC2=C(O1)C=C(C=C2)/C=C/C(=O)C3=C(C=C(C=C3)F)Cl (CH—6), C(C)(C)OC1=C(C(=O)O)C=CC(=C1)CC(=O)NC(CCC)C1=C(C=CC=C1)N1CCCCC1 (2-Isopropoxy-4-[N-{1-(2-piperidino-phenyl)-1-butyl}-aminocarbonylmethyl]-benzoic acid), C(C)(C)OC1=C(C(=O)O)C=CC(=C1)CC(=O)NC(CCC)C1=C(C=CC=C1)N1CCCCC1 (2-Isopropoxy-4-[N-{1-(2-piperidino-phenyl)-1-butyl}-aminocarbonylmethyl]-benzoic acid), C(C1=CC=CC=C1)OC1=C(C(=O)OCC)C=CC(=C1)CC(=O)NC(CCC)C1=C(C=CC=C1)N1CCCCC1 (Ethyl 2-benzyloxy-4-[N-{1-(2-piperidino-phenyl)-1-butyl}-aminocarbonylmethyl]-benzoate), C(C)OC1=C(C(=O)O)C=CC(=C1)CC(=O)NC(CCC)C1=C(C=CC(=C1)OC)N1CCCCC1 (2-Ethoxy-4-[N-{1-(5-methoxy-2-piperidino-phenyl)-1-butyl}-aminocarbonylmethyl]-benzoic acid), C(C)(C)OC1=C(C(=O)O)C=CC(=C1)CC(=O)NC(CCC)C1=C(C=CC=C1)N1CCCCC1 (2-Isopropoxy-4-[N-{1-(2-piperidino-phenyl)-1-butyl}-aminocarbonylmethyl]-benzoic acid), C(C1=CC=CC=C1)OC1=C(C(=O)OCC)C=CC(=C1)CC(=O)NC(CCC)C1=C(C=CC=C1)N1CCCCC1 (Ethyl 2-benzyloxy-4-[N-{1-(2-piperidino-phenyl)-1-butyl}-aminocarbonylmethyl]-benzoate), C(C)(C)OC1=C(C(=O)O)C=CC(=C1)CC(=O)NC(CCC)C1=C(C=CC=C1)N1CCCCC1 (2-Isopropoxy-4-[N-{1-(2-piperidino-phenyl)-1-butyl}-aminocarbonylmethyl]-benzoic acid), C(C=C)OC1=C(C(=O)O)C=CC(=C1)CC(=O)NC(CCC)C1=C(C=CC=C1)N1CCCCC1 (2-Allyloxy-4-[N-{1-(2-piperidino-phenyl)-1-butyl}-aminocarbonylmethyl]-benzoic acid). Yields the product C(C)OC1=C(C(=O)OCC)C=CC(=C1)CC(=O)NC(C=C(C)C)C1=C(C=CC=C1)N1CCCCC1 (Ethyl 2-ethoxy-4-[N-(1-(2-piperidino-phenyl)-3-methyl-2-buten-1-yl)-aminocarbonylmethyl]-benzoate). Reaction SMILES: [CH2:1]([O:8][C:9]1[CH:19]=[C:18]([CH2:20][C:21]([NH:23][CH:24]([C:28]2[CH:33]=[CH:32][CH:31]=[CH:30][C:29]=2[N:34]2[CH2:39][CH2:38][CH2:37][CH2:36][CH2:35]2)[CH2:25][CH2:26][CH3:27])=[O:22])[CH:17]=[CH:16][C:10]=1[C:11]([O:13][CH2:14][CH3:15])=[O:12])[C:2]1C=CC=CC=1.[CH:40](OC1C=C(CC(NC(C2C=CC=CC=2N2CCCCC2)CCC)=O)C=CC=1C(O)=O)(C)C.C1OC2C=C(/C=C/C(C3C=CC(F)=CC=3Cl)=O)C=CC=2O1.C(OC1C=C(CC(NC(C2C=CC=CC=2N2CCCCC2)CCC)=O)C=CC=1C(O)=O)C=C.C(OC1C=C(CC(NC(C2C=C(OC)C=CC=2N2CCCCC2)CCC)=O)C=CC=1C(O)=O)C>>[CH2:1]([O:8][C:9]1[CH:19]=[C:18]([CH2:20][C:21]([NH:23][CH:24]([C:28]2[CH:33]=[CH:32][CH:31]=[CH:30][C:29]=2[N:34]2[CH2:39][CH2:38][CH2:37][CH2:36][CH2:35]2)[CH:25]=[C:26]([CH3:40])[CH3:27])=[O:22])[CH:17]=[CH:16][C:10]=1[C:11]([O:13][CH2:14][CH3:15])=[O:12])[CH3:2]. Procedure details: The mixing ratio of 75/25 is obtained from the corresponding ratio of intensities of the particularly characteristics signals in the 400 MHz-1H-NMR spectrum (CDCl3). The position of the signals is: 3-methyl-2-buten-1-yl compound: olefinic H: 5.25 (d), CH3: 1.64 (s) and 1.77 (s), benzylic <CH—6.00 (t), benzylic CH2—; 3.52 ppm (s) 3-methyl-1-butyl compound: CH3: 0.90 (d), benzylic <CH—5.35 (m), benzylic —CH2—; 3.54 ppm (s). The reactants are ClC1=CC=C2C(C(=CN(C2=C1)CC1=CC=CC=C1)C(=O)O)=O (7-chloro-1-benzyl-1,4-dihydro-4-oxoquinoline-3-carboxylic acid), C(CN)N (ethylenediamine), C(Cl)Cl (DCM). Run in CO (MeOH), CN1C(CCC1)=O (1-methyl-2-pyrrolidinone). Conditions: temperature 130 celsius. Product: NCCNC1=CC=C2C(C(=CN(C2=C1)CC1=CC=CC=C1)C(=O)O)=O (7-[(2-amino-ethyl)amino]-1-benzyl-1,4-dihydro-4-oxo-quinoline-3-carboxylic acid). Isolated yield 52.1%. As a reaction SMILES: Cl[C:2]1[CH:11]=[C:10]2[C:5]([C:6](=[O:22])[C:7]([C:19]([OH:21])=[O:20])=[CH:8][N:9]2[CH2:12][C:13]2[CH:18]=[CH:17][CH:16]=[CH:15][CH:14]=2)=[CH:4][CH:3]=1.[CH2:23]([NH2:26])[CH2:24][NH2:25].C(Cl)Cl>CN1CCCC1=O.CO>[NH2:25][CH2:24][CH2:23][NH:26][C:2]1[CH:11]=[C:10]2[C:5]([C:6](=[O:22])[C:7]([C:19]([OH:21])=[O:20])=[CH:8][N:9]2[CH2:12][C:13]2[CH:18]=[CH:17][CH:16]=[CH:15][CH:14]=2)=[CH:4][CH:3]=1. Procedure: To a solution of 7-chloro-1-benzyl-1,4-dihydro-4-oxoquinoline-3-carboxylic acid (1.0 g) in 1-methyl-2-pyrrolidinone (10 mL) was added ethylenediamine (0.95 g). The mixture was heated at 130° C. for 10 h. The reaction mixture was cooled and poured into DCM (20 mL). The precipitate obtained was dispersed in MeOH, filtered to give the title compound (560 mg).